From a dataset of the Open Reaction Database (ORD), a public repository of structured organic reaction records. describe an organic reaction: reactants, conditions, products, and yield Reactants: CN(C)c1ccncc1, CN(C)C=O, ClCCl, O=C1CCC(O)CN1, Cc1ccc(S(=O)(=O)Cl)cc1. Product: Cc1ccc(S(=O)(=O)OC2CCC(=O)NC2)cc1. Reaction SMILES: [CH3:25][N:26]([CH3:27])[c:28]1[cH:29][cH:30][n:31][cH:32][cH:33]1.[CH3:9][N:10]([CH3:11])[CH:12]=[O:13].[Cl:34][CH2:35][Cl:36].[NH:1]1[C:2](=[O:8])[CH2:3][CH2:4][CH:5]([OH:7])[CH2:6]1.[c:14]1([CH3:24])[cH:15][cH:16][c:17]([S:20](=[O:21])(=[O:22])[Cl:23])[cH:18][cH:19]1>>[NH:1]1[C:2](=[O:8])[CH2:3][CH2:4][CH:5]([O:7][S:20]([c:17]2[cH:16][cH:15][c:14]([CH3:24])[cH:19][cH:18]2)(=[O:21])=[O:22])[CH2:6]1.